This data is from the Open Reaction Database (ORD), a public repository of structured organic reaction records. The task is: describe an organic reaction: reactants, conditions, products, and yield Reactants: CC(C)(C)OC(=O)NC1(C(=O)NC(C#N)Cc2ccc(I)cc2)CCOCC1, COc1ccc(B(O)O)cc1, CC(=O)[O-], CC#N, [K+]. Product: COc1ccc(-c2ccc(CC(C#N)NC(=O)C3(NC(=O)OC(C)(C)C)CCOCC3)cc2)cc1. As a reaction SMILES: [C:1](#[N:2])[CH:3]([CH2:4][c:5]1[cH:6][cH:7][c:8]([I:11])[cH:9][cH:10]1)[NH:12][C:13](=[O:14])[C:15]1([NH:21][C:22]([O:23][C:24]([CH3:25])([CH3:26])[CH3:27])=[O:28])[CH2:16][CH2:17][O:18][CH2:19][CH2:20]1.[CH3:29][O:30][c:31]1[cH:32][cH:33][c:34]([B:37]([OH:38])[OH:39])[cH:35][cH:36]1.[CH3:41][C:42](=[O:43])[O-:44].[CH3:45][C:46]#[N:47].[K+:40]>>[C:1](#[N:2])[CH:3]([CH2:4][c:5]1[cH:6][cH:7][c:8](-[c:34]2[cH:33][cH:32][c:31]([O:30][CH3:29])[cH:36][cH:35]2)[cH:9][cH:10]1)[NH:12][C:13](=[O:14])[C:15]1([NH:21][C:22]([O:23][C:24]([CH3:25])([CH3:26])[CH3:27])=[O:28])[CH2:16][CH2:17][O:18][CH2:19][CH2:20]1. Starting materials: ClC=1C=C(C=CC1Cl)C1CN(CCOC1CO)C(=O)OC(C)(C)C (tert-butyl (6SR,7RS)-6-(3,4-dichlorophenyl)-7-(hydroxymethyl)-1,4-oxazepane-4-carboxylate), [N+](=[N-])=CC(=O)OCC (ethyl diazoacetate). Reagents/catalysts: CC(=O)[O-].CC(=O)[O-].CC(=O)[O-].CC(=O)[O-].[Rh+2].[Rh+2] (rhodium acetate dimer). Solvent: C1(=CC=CC=C1)C (toluene), C1(=CC=CC=C1)C (toluene). Run at time 10 minute. Yields the product ClC=1C=C(C=CC1Cl)C1CN(CCOC1COCC(=O)OCC)C(=O)OC(C)(C)C (tert-butyl (6SR,7RS)-6-(3,4-dichlorophenyl)-7-[(2-ethoxy-2-oxoethoxy)methyl]-1,4-oxazepane-4-carboxylate). Yield: 83.4%. RXN SMILES: [Cl:1][C:2]1[CH:3]=[C:4]([CH:9]2[CH:15]([CH2:16][OH:17])[O:14][CH2:13][CH2:12][N:11]([C:18]([O:20][C:21]([CH3:24])([CH3:23])[CH3:22])=[O:19])[CH2:10]2)[CH:5]=[CH:6][C:7]=1[Cl:8].[N+](=[CH:27][C:28]([O:30][CH2:31][CH3:32])=[O:29])=[N-]>C1(C)C=CC=CC=1.CC([O-])=O.CC([O-])=O.CC([O-])=O.CC([O-])=O.[Rh+2].[Rh+2]>[Cl:1][C:2]1[CH:3]=[C:4]([CH:9]2[CH:15]([CH2:16][O:17][CH2:27][C:28]([O:30][CH2:31][CH3:32])=[O:29])[O:14][CH2:13][CH2:12][N:11]([C:18]([O:20][C:21]([CH3:24])([CH3:23])[CH3:22])=[O:19])[CH2:10]2)[CH:5]=[CH:6][C:7]=1[Cl:8] |f:3.4.5.6.7.8|. Procedure: Under a nitrogen atmosphere at 80° C., to a solution of tert-butyl (6SR,7RS)-6-(3,4-dichlorophenyl)-7-(hydroxymethyl)-1,4-oxazepane-4-carboxylate (600 mg) and rhodium acetate dimer (7 mg) in toluene (5 ml) was added dropwise a solution of ethyl diazoacetate (860 mg) in toluene (5 mL) over 10 min. The reaction mixture was stirred at the same temperature for 10 min. The solvent was evaporated under reduced pressure. The residue was purified by silica gel column chromatography to give the title com... Reactants: Cl.ClC1=CC=C(CN(N)C2=C(C=CC=C2)C)C=C1 (1-(4-chlorobenzyl)-1-(2-methylphenyl)hydrazine hydrochloride), CCOC(=O)CC1CCCCC1=O (ethyl 2-cyclohexanone acetate). Yields the product ClC1=CC=C(CN2C3=C(C=CC=C3C=3CCCC(C23)CC(=O)OCC)C)C=C1 (Ethyl 9-p-chlorobenzyl-8-methyl-1,2,3,4-tetrahydrocarbazol-1-yl-acetate). As a reaction SMILES: Cl.[Cl:2][C:3]1[CH:18]=[CH:17][C:6]([CH2:7][N:8]([C:10]2[CH:15]=[CH:14][CH:13]=[CH:12][C:11]=2[CH3:16])N)=[CH:5][CH:4]=1.[CH3:19][CH2:20][O:21][C:22]([CH2:24][CH:25]1[C:30](=O)[CH2:29][CH2:28][CH2:27][CH2:26]1)=[O:23]>>[Cl:2][C:3]1[CH:18]=[CH:17][C:6]([CH2:7][N:8]2[C:26]3[CH:25]([CH2:24][C:22]([O:21][CH2:20][CH3:19])=[O:23])[CH2:30][CH2:29][CH2:28][C:27]=3[C:15]3[C:10]2=[C:11]([CH3:16])[CH:12]=[CH:13][CH:14]=3)=[CH:5][CH:4]=1 |f:0.1|. Procedure: Following the procedure of Example 1, but using 1-(4-chlorobenzyl)-1-(2-methylphenyl)hydrazine hydrochloride and ethyl 2-cyclohexanone acetate as starting materials, the title compound was prepared. The reactants are NC1=NC(=NC(=N1)N)Cl (2,4-diamino-6-chloro-1,3,5-triazine), NCCOCCO (2-(2'-aminoethoxy)ethanol), [OH-].[Na+] (sodium hydroxide). The solvent is O (water), O (water). Conditions: temperature 100 celsius, time 3 hour. Yields the product NC1=NC(=NC(=N1)N)NCCOCCO (2,4-diamino-6-(5-hydroxy-3-oxapentylamino)-1,3,5-triazine). Isolated yield 63.0%. As a reaction SMILES: [NH2:1][C:2]1[N:7]=[C:6]([NH2:8])[N:5]=[C:4](Cl)[N:3]=1.[NH2:10][CH2:11][CH2:12][O:13][CH2:14][CH2:15][OH:16].[OH-].[Na+]>O>[NH2:1][C:2]1[N:7]=[C:6]([NH2:8])[N:5]=[C:4]([NH:10][CH2:11][CH2:12][O:13][CH2:14][CH2:15][OH:16])[N:3]=1 |f:2.3|. Reported procedure: 14.5 g (0.1 mol) of 2,4-diamino-6-chloro-1,3,5-triazine and 11.6 g (0.11 mol) of 2-(2'-aminoethoxy)ethanol were added to 60 mL of water and heated to 100° C. while stirring the mixture as a suspension. After continuing the reaction for 2 hours, an aqueous solution of 4.0 g (0.1 mol) of sodium hydroxide in 20 mL of water was dropwise added over 1 hour while maintaining the reaction temperature, and the reaction was continued for further 3 hours at the same temperature. The homogeneous reaction mi... The reactants are COC(=O)c1ccc(OCCCN(C)C)cc1, NN, O, O. Product: CN(C)CCCOc1ccc(C(=O)NN)cc1. As a reaction SMILES: [CH3:1][N:2]([CH2:3][CH2:4][CH2:5][O:6][c:7]1[cH:8][cH:9][c:10]([C:11](=[O:12])[O:13][CH3:14])[cH:15][cH:16]1)[CH3:17].[NH2:19][NH2:20].[OH2:18].[OH2:21]>>[CH3:1][N:2]([CH2:3][CH2:4][CH2:5][O:6][c:7]1[cH:8][cH:9][c:10]([C:11](=[O:12])[NH:19][NH2:20])[cH:15][cH:16]1)[CH3:17]. Starting materials: NC=1C=NN(C1N1CCC(C(CC1)F)NC(C(F)(F)F)=O)C (N-(1-(4-amino-1-methyl-1H-pyrazol-5-yl)-5-fluoroazepan-4-yl)-2,2,2-trifluoroacetamide), C(C)(C)(C)OC(=O)NC1=C(N=C(S1)C1=C(C=CC(=C1)C)F)C(=O)O (5-(tert-butoxycarbonyl-amino)-2-(2-fluoro-5-methylphenyl)thiazole-4-carboxylic acid). Yields the product NC1=C(N=C(S1)C1=C(C=CC(=C1)C)F)C(=O)NC=1C=NN(C1N1CC[C@@H]([C@@H](CC1)F)N)C (5-amino-N-(5-((4S,5R)-4-amino-5-fluoroazepan-1-yl)-1-methyl-1H-pyrazol-4-yl)-2-(2-fluoro-5-methylphenyl)thiazole-4-carboxamide). As a reaction SMILES: [NH2:1][C:2]1[CH:3]=[N:4][N:5]([CH3:22])[C:6]=1[N:7]1[CH2:13][CH2:12][CH:11]([F:14])[CH:10]([NH:15]C(=O)C(F)(F)F)[CH2:9][CH2:8]1.C(OC([NH:30][C:31]1[S:35][C:34]([C:36]2[CH:41]=[C:40]([CH3:42])[CH:39]=[CH:38][C:37]=2[F:43])=[N:33][C:32]=1[C:44](O)=[O:45])=O)(C)(C)C>>[NH2:30][C:31]1[S:35][C:34]([C:36]2[CH:41]=[C:40]([CH3:42])[CH:39]=[CH:38][C:37]=2[F:43])=[N:33][C:32]=1[C:44]([NH:1][C:2]1[CH:3]=[N:4][N:5]([CH3:22])[C:6]=1[N:7]1[CH2:13][CH2:12][C@@H:11]([F:14])[C@@H:10]([NH2:15])[CH2:9][CH2:8]1)=[O:45]. Procedure: Following the procedure for Example 221 starting from N-(1-(4-amino-1-methyl-1H-pyrazol-5-yl)-5-fluoroazepan-4-yl)-2,2,2-trifluoroacetamide and 5-(tert-butoxycarbonyl-amino)-2-(2-fluoro-5-methylphenyl)thiazole-4-carboxylic acid gave, after purification via silica gel column chromatography (5% MeOH/DCM with 1% 7 N ammonia in MeOH), 294 as a cream solid (107 mg, 48%). 1H NMR (400 MHz, CDCl3) δ 8.73 (s, 1H), 7.90-7.84 (m, 1H), 7.82 (s, 1H), 7.17-7.11 (m, 1H), 7.04 (dd, J=11.1, 8.4 Hz, 1H), 6.10 (s,...